Dataset: the Open Reaction Database (ORD), a public repository of structured organic reaction records. Task: describe an organic reaction: reactants, conditions, products, and yield Reactants: BrC=1C=CC(=C(CN(CC)C2=CC=C(N=N2)C(=O)OCCCC)C1)O (butyl 6-[N-(5-bromo-2-hydroxybenzyl)-N-ethylamino]pyridazine-3-carboxylate), [OH-].[Na+] (sodium hydroxide). Solvent: C1CCOC1 (THF), CO (methanol). Reaction conditions: time 1.5 hour. The product is BrC=1C=CC(=C(CN(CC)C2=CC=C(N=N2)C(=O)O)C1)O (6-[N-(5-Bromo-2-hydroxybenzyl)-N-ethylamino]pyridazine-3-carboxylic acid). Isolated yield 73.8%. As a reaction SMILES: [Br:1][C:2]1[CH:3]=[CH:4][C:5]([OH:25])=[C:6]([CH:24]=1)[CH2:7][N:8]([C:11]1[N:16]=[N:15][C:14]([C:17]([O:19]CCCC)=[O:18])=[CH:13][CH:12]=1)[CH2:9][CH3:10].[OH-].[Na+]>C1COCC1.CO>[Br:1][C:2]1[CH:3]=[CH:4][C:5]([OH:25])=[C:6]([CH:24]=1)[CH2:7][N:8]([C:11]1[N:16]=[N:15][C:14]([C:17]([OH:19])=[O:18])=[CH:13][CH:12]=1)[CH2:9][CH3:10] |f:1.2|. Procedure: A solution of butyl 6-[N-(5-bromo-2-hydroxybenzyl)-N-ethylamino]pyridazine-3-carboxylate (reference example 3) (0.36 g, 1.0 mmol) in THF (4 ml) and methanol (4 ml) was treated with aqueous sodium hydroxide 1N (4 ml) and allowed to stand at ambient temperature for 1.5 hours. The reaction was evaporated to a small volume, diluted with water and acidified with acetic acid. After standing for 18 hours, the precipitate was filtered, washed with water and ether, and dried (MgSO4) to give the title com... Starting materials: CC12C=CCC1C1C=Cc3cc(O)ccc3C1CC2, CC(=O)OC(C)=O, CCOC(C)=O, c1ccncc1. Product: CC(=O)Oc1ccc2c(c1)C=CC1C2CCC2(C)C=CCC12. Reaction SMILES: [CH3:1][C:2]12[CH:3]=[CH:4][CH2:5][CH:6]1[CH:7]1[CH:8]=[CH:9][c:10]3[cH:11][c:12]([OH:19])[cH:13][cH:14][c:15]3[CH:16]1[CH2:17][CH2:18]2.[CH3:26][C:27](=[O:28])[O:29][C:30](=[O:31])[CH3:32].[CH3:33][CH2:34][O:35][C:36](=[O:37])[CH3:38].[cH:20]1[cH:21][cH:22][n:23][cH:24][cH:25]1>>[CH3:1][C:2]12[CH:3]=[CH:4][CH2:5][CH:6]1[CH:7]1[CH:8]=[CH:9][c:10]3[cH:11][c:12]([O:19][C:27]([CH3:26])=[O:28])[cH:13][cH:14][c:15]3[CH:16]1[CH2:17][CH2:18]2.